Dataset: the Open Reaction Database (ORD), a public repository of structured organic reaction records. Task: describe an organic reaction: reactants, conditions, products, and yield The reactants are Clc1ncc(Br)c(-c2sc(Cl)cc2Br)n1, CO, CCN(C(C)C)C(C)C, CC(C)O, CC1(C)C(=O)NC(=O)N1CCN. Product: CC1(C)C(=O)NC(=O)N1CCNc1ncc(Br)c(-c2sc(Cl)cc2Br)n1. Reaction SMILES: [Br:24][c:25]1[c:26](-[c:32]2[s:33][c:34]([Cl:38])[cH:35][c:36]2[Br:37])[n:27][c:28]([Cl:31])[n:29][cH:30]1.[CH3:13][OH:14].[CH:15]([N:16]([CH2:17][CH3:18])[CH:19]([CH3:20])[CH3:21])([CH3:22])[CH3:23].[CH:39]([OH:40])([CH3:41])[CH3:42].[NH2:1][CH2:2][CH2:3][N:4]1[C:5](=[O:12])[NH:6][C:7](=[O:11])[C:8]1([CH3:9])[CH3:10]>>[NH:1]([CH2:2][CH2:3][N:4]1[C:5](=[O:12])[NH:6][C:7](=[O:11])[C:8]1([CH3:9])[CH3:10])[c:28]1[n:27][c:26](-[c:32]2[s:33][c:34]([Cl:38])[cH:35][c:36]2[Br:37])[c:25]([Br:24])[cH:30][n:29]1. Reactants: ClC=1C=2N(C=CN1)C=C(N2)CC (8-Chloro-2-ethylimidazo[1,2-a]pyrazine), CN(C=O)C (N,N-dimethylformamide), P(=O)(Cl)(Cl)Cl (phosphorus oxychloride). Reaction conditions: temperature 90 celsius, time 2 hour. Product: ClC=1C=2N(C=CN1)C(=C(N2)CC)C=O (8-Chloro-2-ethylimidazo[1,2-a]pyrazine-3-carbaldehyde). RXN SMILES: [Cl:1][C:2]1[C:3]2[N:4]([CH:8]=[C:9]([CH2:11][CH3:12])[N:10]=2)[CH:5]=[CH:6][N:7]=1.P(Cl)(Cl)(Cl)=O.CN(C)[CH:20]=[O:21]>>[Cl:1][C:2]1[C:3]2[N:4]([C:8]([CH:20]=[O:21])=[C:9]([CH2:11][CH3:12])[N:10]=2)[CH:5]=[CH:6][N:7]=1. Procedure: 8-Chloro-2-ethylimidazo[1,2-a]pyrazine (600 mg, 3.3 mmol) was dissolved in N,N-dimethylformamide (3.3 mL), phosphorus oxychloride (1.2 mL, 13.2 mmol) was added dropwise at room temperature, and the mixture was heated under stirring at 90° C. for 2 hours. After being allowed to cool, the reaction mixture was poured into ice and extracted with ethyl acetate. The organic layer was dried over anhydrous magnesium sulfate and evaporated to give the title compound (472 mg) as white crystals. The reactants are Br, CC(=O)O, O=CC1=C(Cl)CCN(C(=O)OCc2ccccc2)CC1. Yields the product Br, O=CC1=C(Cl)CCNCC1. As a reaction SMILES: [BrH:21].[CH3:22][C:23](=[O:24])[OH:25].[Cl:1][C:2]1=[C:8]([CH:9]=[O:10])[CH2:7][CH2:6][N:5]([C:11]([O:12][CH2:13][c:14]2[cH:15][cH:16][cH:17][cH:18][cH:19]2)=[O:20])[CH2:4][CH2:3]1>>[BrH:21].[Cl:1][C:2]1=[C:8]([CH:9]=[O:10])[CH2:7][CH2:6][NH:5][CH2:4][CH2:3]1. Starting materials: acid chloride, C(CCC)N (n-butylamine), C(CC)C1(CCCCC1)C(=O)O (1-n-propylcyclohexanoic acid), S(=O)(Cl)Cl (thionyl chloride). Solvent: CCOCC (ether), CCOCC (ether). Product: C(CC)C1(CCCCC1)C(=O)Cl (1-n-propylcyclohexanoyl chloride), C(CCC)NC(=O)C1(CCCCC1)CCC (N-n-butyl-1-n-propylcyclohexanamide). Reaction SMILES: [CH2:1]([C:4]1([C:10]([OH:12])=[O:11])[CH2:9][CH2:8][CH2:7][CH2:6][CH2:5]1)[CH2:2][CH3:3].S(Cl)([Cl:15])=O.[CH2:17]([NH2:21])[CH2:18][CH2:19][CH3:20]>CCOCC>[CH2:1]([C:4]1([C:10]([Cl:15])=[O:12])[CH2:9][CH2:8][CH2:7][CH2:6][CH2:5]1)[CH2:2][CH3:3].[CH2:17]([NH:21][C:10]([C:4]1([CH2:1][CH2:2][CH3:3])[CH2:5][CH2:6][CH2:7][CH2:8][CH2:9]1)=[O:11])[CH2:18][CH2:19][CH3:20]. Procedure: 1-n-propylcyclohexanoyl chloride (bp. 118°-122°/16 mm) was prepared in the usual way from 1-n-propylcyclohexanoic acid and thionyl chloride. A solution of this acid chloride (2.0 g) in ether (20 ml) was added dropwise to a stirred solution of n-butylamine (3.0 g) in ether (100 ml). After 3 hours the ethereal solution was washed with dilute hydrochloric acid and water, dried (MgSO4), and concentrated to give a colourless syrup. Distillation gave N-n-butyl-1-n-propylcyclohexanamide, bp. 116°-8°/1 ... Reactants: C=1SC=C2NC3=C(NC(C21)=O)C=CC=C3 (4,9-dihydro-10H-thieno[3,4-b][1,5]benzodiazepin-10-one), C1(=CC=CC=C1)CC(=O)Cl (phenylacetyl chloride). Run in C1=CC=CC=C1 (benzene). Run at time 3 hour. The product is C1(=CC=CC=C1)CC(=O)N1C=2C(C(NC3=C1C=CC=C3)=O)=CSC2 (4,9-Dihydro-4-phenylacetyl-10H-thieno[3,4-b][1,5]benzodiazepin-10-one). RXN SMILES: [CH:1]1[S:2][CH:3]=[C:4]2[C:10]=1[C:9](=[O:11])[NH:8][C:7]1[CH:12]=[CH:13][CH:14]=[CH:15][C:6]=1[NH:5]2.[C:16]1([CH2:22][C:23](Cl)=[O:24])[CH:21]=[CH:20][CH:19]=[CH:18][CH:17]=1>C1C=CC=CC=1>[C:16]1([CH2:22][C:23]([N:5]2[C:6]3[CH:15]=[CH:14][CH:13]=[CH:12][C:7]=3[NH:8][C:9](=[O:11])[C:10]3=[CH:1][S:2][CH:3]=[C:4]23)=[O:24])[CH:21]=[CH:20][CH:19]=[CH:18][CH:17]=1. Procedure: A reaction mixture comprising 6.48 g. of 4,9-dihydro-10H-thieno[3,4-b][1,5]benzodiazepin-10-one and 25 g. of phenylacetyl chloride in 100 ml. of benzene is refluxed with stirring for 3 hours. The mixture is evaporated to an amber oil, combined with 100 ml. of ethanol and 6 ml. of 5 N sodium hydroxide and allowed to stand at room temperature for one hour. This solution is evaporated to an oily residue which is triturated with water and filtered, giving the desired product as pale pink crystals, m... The reactants are NC[C@@H]1CN(CCO[C@H]1C1=CC(=C(C=C1)Cl)F)C(=O)OC(C)(C)C (tert-butyl (6R,7R)-6-(aminomethyl)-7-(4-chloro-3-fluorophenyl)-1,4-oxazepane-4-carboxylate), ClCCCCC(=O)Cl (5-chloropentanoyl chloride). Yields the product Cl.ClC1=C(C=C(C=C1)[C@H]1[C@@H](CNCCO1)CN1C(CCCC1)=O)F (1-{[(6S,7R)-7-(4-chloro-3-fluorophenyl)-1,4-oxazepan-6-yl]methyl}piperidin-2-one monohydrochloride). As a reaction SMILES: [NH2:1][CH2:2][C@H:3]1[C@H:9]([C:10]2[CH:15]=[CH:14][C:13]([Cl:16])=[C:12]([F:17])[CH:11]=2)[O:8][CH2:7][CH2:6][N:5](C(OC(C)(C)C)=O)[CH2:4]1.Cl[CH2:26][CH2:27][CH2:28][CH2:29][C:30](Cl)=[O:31]>>[ClH:16].[Cl:16][C:13]1[CH:14]=[CH:15][C:10]([C@@H:9]2[O:8][CH2:7][CH2:6][NH:5][CH2:4][C@H:3]2[CH2:2][N:1]2[CH2:26][CH2:27][CH2:28][CH2:29][C:30]2=[O:31])=[CH:11][C:12]=1[F:17] |f:2.3|. Reported procedure: Using tert-butyl (6R,7R)-6-(aminomethyl)-7-(4-chloro-3-fluorophenyl)-1,4-oxazepane-4-carboxylate and 5-chloropentanoyl chloride, and by a method similar to that of Example 363, steps A and B and Example 39, step B, the title compound was obtained.